Dataset: the Open Reaction Database (ORD), a public repository of structured organic reaction records. Task: describe an organic reaction: reactants, conditions, products, and yield Reactants: C1CCOC1, CO, O=C(NCc1ccc(Cl)cc1)c1cn(C2CC2)c2ccc(C#CCO)cc2c1=O, [H][H]. Yields the product O=C(NCc1ccc(Cl)cc1)c1cn(C2CC2)c2ccc(CCCO)cc2c1=O. As a reaction SMILES: [CH2:34]1[O:35][CH2:36][CH2:37][CH2:38]1.[CH3:30][OH:31].[Cl:1][c:2]1[cH:3][cH:4][c:5]([CH2:6][NH:7][C:8](=[O:9])[c:10]2[cH:11][n:12]([CH:25]3[CH2:26][CH2:27]3)[c:13]3[cH:14][cH:15][c:16]([C:21]#[C:22][CH2:23][OH:24])[cH:17][c:18]3[c:19]2=[O:20])[cH:28][cH:29]1.[H:32][H:33]>>[Cl:1][c:2]1[cH:3][cH:4][c:5]([CH2:6][NH:7][C:8](=[O:9])[c:10]2[cH:11][n:12]([CH:25]3[CH2:26][CH2:27]3)[c:13]3[cH:14][cH:15][c:16]([CH2:21][CH2:22][CH2:23][OH:24])[cH:17][c:18]3[c:19]2=[O:20])[cH:28][cH:29]1. Reactants: CCO, CC(=Nc1cccc(Cl)c1)c1ccccc1. Product: CC(Nc1cccc(Cl)c1)c1ccccc1. RXN SMILES: [CH3:17][CH2:18][OH:19].[Cl:1][c:2]1[cH:3][c:4]([N:5]=[C:6]([c:7]2[cH:8][cH:9][cH:10][cH:11][cH:12]2)[CH3:13])[cH:14][cH:15][cH:16]1>>[Cl:1][c:2]1[cH:3][c:4]([NH:5][CH:6]([c:7]2[cH:8][cH:9][cH:10][cH:11][cH:12]2)[CH3:13])[cH:14][cH:15][cH:16]1. Starting materials: ( 0.0232 ), ClC1=CC2=C([C@@H](CN(CC2)C)C2=CC=CC=C2)C=C1O ((S)-7-chloro-8-hydroxy-3-methyl-1-phenyl-2,3,4,5-tetrahydro-1H-3-benzazepine), C([O-])(O)=O.[Na+] (sodium bicarbonate), C(CC)(=O)Cl (propionyl chloride). Solvent: C(C)#N (acetonitrile). Reaction conditions: time 2.5 hour. The product is Cl.ClC1=CC2=C([C@@H](CN(CC2)C)C2=CC=CC=C2)C=C1OC(CC)=O ((S)-7-chloro-3-methyl-1-phenyl-8-propionyloxy-2,3,4,5-tetrahydro-1H-3-benzazepine hydrochloride). As a reaction SMILES: [Cl:1][C:2]1[C:19]([OH:20])=[CH:18][C:5]2[C@H:6]([C:12]3[CH:17]=[CH:16][CH:15]=[CH:14][CH:13]=3)[CH2:7][N:8]([CH3:11])[CH2:9][CH2:10][C:4]=2[CH:3]=1.C(=O)(O)[O-].[Na+].[C:26](Cl)(=[O:29])[CH2:27][CH3:28]>C(#N)C>[ClH:1].[Cl:1][C:2]1[C:19]([O:20][C:26](=[O:29])[CH2:27][CH3:28])=[CH:18][C:5]2[C@H:6]([C:12]3[CH:17]=[CH:16][CH:15]=[CH:14][CH:13]=3)[CH2:7][N:8]([CH3:11])[CH2:9][CH2:10][C:4]=2[CH:3]=1 |f:1.2,5.6|. Procedure: Reflux a mixture of 6.70 g (0.0232) moles of (S)-7-chloro-8-hydroxy-3-methyl-1-phenyl-2,3,4,5-tetrahydro-1H-3-benzazepine, 8.0 g of anhydrous sodium bicarbonate and 6.0 ml of propionyl chloride in 150 ml of dry acetonitrile with stirring for 2.5 hours and concentrate to dryness on a steam bath. Dissolve the residue in a mixture of 60 ml of water and 70 ml of ethyl ether. Separate the ether layer, dry over anhydrous sodium sulfate, filter and evaporate to dryness. Redissolve the residue in 150 ml...